Dataset: the Open Reaction Database (ORD), a public repository of structured organic reaction records. Task: describe an organic reaction: reactants, conditions, products, and yield Starting materials: CCCCCN, Cc1ccccc1, COCC(Cl)C=O. Yields the product CCCCCNC(C=O)COC. As a reaction SMILES: [CH2:8]([CH2:9][CH2:10][CH2:11][CH3:12])[NH2:13].[CH3:14][c:15]1[cH:16][cH:17][cH:18][cH:19][cH:20]1.[Cl:1][CH:2]([CH:3]=[O:4])[CH2:5][O:6][CH3:7]>>[CH:2]([CH:3]=[O:4])([CH2:5][O:6][CH3:7])[NH:13][CH2:8][CH2:9][CH2:10][CH2:11][CH3:12]. The reactants are O=C(CC#N)C1=CC=CC=C1 (3-oxo-3-phenylpropanenitrile), [H-].[H-].[H-].[H-].[Li+].[Al+3] (LAH), [OH-].[Na+] (sodium hydroxide). The solvent is C1CCOC1 (THF), C1CCOC1 (THF). Conditions: temperature 25 celsius. Yields the product NCCC(O)C1=CC=CC=C1 (3-amino-1-phenyl-propan-1-ol). Reaction SMILES: [H-].[H-].[H-].[H-].[Li+].[Al+3].[O:7]=[C:8]([C:12]1[CH:17]=[CH:16][CH:15]=[CH:14][CH:13]=1)[CH2:9][C:10]#[N:11].[OH-].[Na+]>C1COCC1>[NH2:11][CH2:10][CH2:9][CH:8]([C:12]1[CH:17]=[CH:16][CH:15]=[CH:14][CH:13]=1)[OH:7] |f:0.1.2.3.4.5,7.8|. Procedure details: To a stirred suspension of LAH (20 g, 517 mmol) in dry THF (500 mL) was added a solution of 3-oxo-3-phenylpropanenitrile (30 g, 207 mmol) in dry THF (300 mL) drop-wise at 0° C. under nitrogen atmosphere. The mixture was warmed to 25° C. and then heated at 70° C. for 2 hours. After cooling to 0° C., a saturated solution of sodium hydroxide was added drop-wise and extracted with dichloromethane (200 mL). The organic solution was dried over anhydrous sodium sulfate and concentrated to dryness. The ... The reactants are C(C)C1=CC(=C(NC1=O)C)C1=NC=C(C=C1)C(=O)O (5′-ethyl-2′-methyl-6′-oxo-1′,6′-dihydro-[2,3′]bipyridinyl-5-carboxylic acid), C1(CCCC1)N (cyclopentyl amine). Yields the product C1(CCCC1)NC(=O)C=1C=CC(=NC1)C1=C(NC(C(=C1)CC)=O)C (5′-Ethyl-2′-methyl-6′-oxo-1′,6′-dihydro-[2,3′]bipyridinyl-5-carboxylic acid cyclopentylamide). As a reaction SMILES: [CH2:1]([C:3]1[C:8](=[O:9])[NH:7][C:6]([CH3:10])=[C:5]([C:11]2[CH:16]=[CH:15][C:14]([C:17]([OH:19])=O)=[CH:13][N:12]=2)[CH:4]=1)[CH3:2].[CH:20]1([NH2:25])[CH2:24][CH2:23][CH2:22][CH2:21]1>>[CH:20]1([NH:25][C:17]([C:14]2[CH:15]=[CH:16][C:11]([C:5]3[CH:4]=[C:3]([CH2:1][CH3:2])[C:8](=[O:9])[NH:7][C:6]=3[CH3:10])=[N:12][CH:13]=2)=[O:19])[CH2:24][CH2:23][CH2:22][CH2:21]1. Procedure details: Method 1, Example 205 is substantially repeated except for utilizing 5′-ethyl-2′-methyl-6′-oxo-1′,6′-dihydro-[2,3′]bipyridinyl-5-carboxylic acid and cyclopentyl amine to afford the title compound. MS: m/e=326 (M+H).